From a dataset of the Open Reaction Database (ORD), a public repository of structured organic reaction records. describe an organic reaction: reactants, conditions, products, and yield The reactants are FC(OC=1C(=C(C=CC1OC)C=1C=C2COC(C2=CC1)=O)O)F (5-(3-(difluoromethoxy)-2-hydroxy-4-methoxyphenyl)isobenzofuran-1(3H)-one), C([O-])([O-])=O.[K+].[K+] (potassium carbonate), BrCC1=CC=C(C(=O)N)C=C1 (4-(bromomethyl)benzamide). Run in C(C)#N (acetonitrile). Conditions: temperature 70 celsius. Product: FC(OC1=C(OCC2=CC=C(C(=O)N)C=C2)C(=CC=C1OC)C=1C=C2COC(C2=CC1)=O)F (4-((2-(difluoromethoxy)-3-methoxy-6-(1-oxo-1,3-dihydroisobenzofuran-5-yl)phenoxy)methyl)benzamide). Yield: 31.2%. As a reaction SMILES: [F:1][CH:2]([F:23])[O:3][C:4]1[C:5]([OH:22])=[C:6]([C:12]2[CH:13]=[C:14]3[C:18](=[CH:19][CH:20]=2)[C:17](=[O:21])[O:16][CH2:15]3)[CH:7]=[CH:8][C:9]=1[O:10][CH3:11].C(=O)([O-])[O-].[K+].[K+].Br[CH2:31][C:32]1[CH:40]=[CH:39][C:35]([C:36]([NH2:38])=[O:37])=[CH:34][CH:33]=1>C(#N)C>[F:23][CH:2]([F:1])[O:3][C:4]1[C:9]([O:10][CH3:11])=[CH:8][CH:7]=[C:6]([C:12]2[CH:13]=[C:14]3[C:18](=[CH:19][CH:20]=2)[C:17](=[O:21])[O:16][CH2:15]3)[C:5]=1[O:22][CH2:31][C:32]1[CH:40]=[CH:39][C:35]([C:36]([NH2:38])=[O:37])=[CH:34][CH:33]=1 |f:1.2.3|. Procedure details: To a stirring solution of 5-(3-(difluoromethoxy)-2-hydroxy-4-methoxyphenyl)isobenzofuran-1(3H)-one (80 mg, 0.246 mmol) in acetonitrile (10 mL) was added potassium carbonate (102 mg, 0.738 mmol) and 4-(bromomethyl)benzamide (106 mg, 0.496 mmol) and the resultant reaction mixture was heated to 70° C. for 16 h. The reaction mixture was cooled to RT, filtered through celite and the filtrate was concentrated under reduced pressure. The obtained residue was purified by column chromatography (silica ge... Starting materials: O1C(=CC2=C1C=CC=C2)B(O)O (2-benzofuran boronic acid), BrC=1C=C(C=CC1)NC(COCC(=O)NC1=C(C(=O)O)C=C(C=C1)Cl)=O (2-[((2-[(3-bromophenyl)amino]-2-oxoethoxy)acetyl)amino]-5-chlorobenzoic acid), methyl ester. The product is O1C(=CC2=C1C=CC=C2)C=2C=C(C=CC2)NC(COCC(=O)NC2=C(C(=O)O)C=C(C=C2)Cl)=O (2-([(2-([3-(1-benzofuran-2-yl)phenyl]amino)-2-oxoethoxy)acetyl]amino)-5-chlorobenzoic acid). Reaction SMILES: [O:1]1[C:5]2[CH:6]=[CH:7][CH:8]=[CH:9][C:4]=2[CH:3]=[C:2]1B(O)O.Br[C:14]1[CH:15]=[C:16]([NH:20][C:21](=[O:38])[CH2:22][O:23][CH2:24][C:25]([NH:27][C:28]2[CH:36]=[CH:35][C:34]([Cl:37])=[CH:33][C:29]=2[C:30]([OH:32])=[O:31])=[O:26])[CH:17]=[CH:18][CH:19]=1>>[O:1]1[C:5]2[CH:6]=[CH:7][CH:8]=[CH:9][C:4]=2[CH:3]=[C:2]1[C:14]1[CH:15]=[C:16]([NH:20][C:21](=[O:38])[CH2:22][O:23][CH2:24][C:25]([NH:27][C:28]2[CH:36]=[CH:35][C:34]([Cl:37])=[CH:33][C:29]=2[C:30]([OH:32])=[O:31])=[O:26])[CH:17]=[CH:18][CH:19]=1. Reported procedure: Using the same method as in Example 19-(ii), 2-benzofuran boronic acid was reacted with the 2-[((2-[(3-bromophenyl)amino]-2-oxoethoxy)acetyl)amino]-5-chlorobenzoic acid.methyl ester obtained in Example 19-(i) to give 2-([(2-([3-(1-benzofuran-2-yl)phenyl]amino)-2-oxoethoxy)acetyl]amino)-5-chlorobenzoic acid.methyl ester (yield: 44%). The reactants are C(C1=CC=CC=C1)[C@@H]1NC(OC1)=O ((S)-4-benzyloxazolidin-2-one), C1(C(CCCC1)N)N (cyclohexane-1,2-diamine), C(OCC)(OCC)OCC (triethyl orthoformate), IC=1C=C(C(=CC1)N)N (4-iodobenzene-1,2-diamine), [F-].[Cs+] (cesium fluoride). The reagents and catalysts are [Cu]I (copper(I) iodide). Product: N1C=NC2=C1C=CC(=C2)N2C(OC[C@@H]2CC2=CC=CC=C2)=O ((S)-3-(1H-benzo[d]imidazol-5-yl)-4-benzyloxazolidin-2-one). RXN SMILES: [CH2:1]([C@H:8]1[CH2:12][O:11][C:10](=[O:13])[NH:9]1)[C:2]1[CH:7]=[CH:6][CH:5]=[CH:4][CH:3]=1.I[C:15]1[CH:16]=[C:17]([NH2:22])[C:18]([NH2:21])=[CH:19][CH:20]=1.[F-].[Cs+].[CH:25]1(N)CCCCC1N.C(OCC)(OCC)OCC>[Cu]I>[NH:22]1[C:17]2[CH:16]=[CH:15][C:20]([N:9]3[C@@H:8]([CH2:1][C:2]4[CH:3]=[CH:4][CH:5]=[CH:6][CH:7]=4)[CH2:12][O:11][C:10]3=[O:13])=[CH:19][C:18]=2[N:21]=[CH:25]1 |f:2.3|. Reported procedure: The compound was synthesized starting from (S)-4-benzyloxazolidin-2-one (0.089 g, 0.5 mmol), 4-iodobenzene-1,2-diamine (0.117 g, 0.5 mmol), copper(I) iodide (0.010 g, 0.05 mmol), cesium fluoride (0.276 g, 1 mmol), cyclohexane-1,2-diamine (0.006 mL, 0.05 mmol), triethyl orthoformate (3 mL) as described in method 5 step D. Starting materials: CC(=O)N1c2ccc(N)cc2C(C)(c2ccccc2)CC1(C)C, O=C(Cl)c1ccc(I)cc1, c1ccncc1. Yields the product CC(=O)N1c2ccc(NC(=O)c3ccc(I)cc3)cc2C(C)(c2ccccc2)CC1(C)C. Reaction SMILES: [C:1]([CH3:2])(=[O:3])[N:4]1[C:5]([CH3:22])([CH3:23])[CH2:6][C:7]([CH3:15])([c:16]2[cH:17][cH:18][cH:19][cH:20][cH:21]2)[c:8]2[cH:9][c:10]([NH2:14])[cH:11][cH:12][c:13]21.[I:24][c:25]1[cH:26][cH:27][c:28]([C:29](=[O:30])[Cl:31])[cH:32][cH:33]1.[cH:34]1[cH:35][cH:36][n:37][cH:38][cH:39]1>>[C:1]([CH3:2])(=[O:3])[N:4]1[C:5]([CH3:22])([CH3:23])[CH2:6][C:7]([CH3:15])([c:16]2[cH:17][cH:18][cH:19][cH:20][cH:21]2)[c:8]2[cH:9][c:10]([NH:14][C:29]([c:28]3[cH:27][cH:26][c:25]([I:24])[cH:33][cH:32]3)=[O:30])[cH:11][cH:12][c:13]21.